From a dataset of the Open Reaction Database (ORD), a public repository of structured organic reaction records. describe an organic reaction: reactants, conditions, products, and yield Starting materials: ClCC=C(CCOC(C)C)C (1-chloro-5-isopropoxy-3-methyl-2-pentene), [OH-].[Na+] (sodium hydroxide), C1OC=2C=C(CO)C=CC2O1 (3,4 -methylendioxy-benzylalcohol), O (water). Solvent: C1=CC=CC=C1 (benzene). Product: C(C)(C)OCCC(=CCOCC1=CC2=C(OCO2)C=C1)C (5-[(5-Isopropoxy-3-methyl-2-pentenyloxy)-methyl]-1,3-benzodioxol). RXN SMILES: [OH-].[Na+].[CH2:3]1[O:13][C:12]2[CH:11]=[CH:10][C:7]([CH2:8][OH:9])=[CH:6][C:5]=2[O:4]1.O.Cl[CH2:16][CH:17]=[C:18]([CH3:25])[CH2:19][CH2:20][O:21][CH:22]([CH3:24])[CH3:23]>C1C=CC=CC=1>[CH:22]([O:21][CH2:20][CH2:19][C:18]([CH3:25])=[CH:17][CH2:16][O:9][CH2:8][C:7]1[CH:10]=[CH:11][C:12]2[O:13][CH2:3][O:4][C:5]=2[CH:6]=1)([CH3:24])[CH3:23] |f:0.1|. Reported procedure: 8.0 g (0.2 mol) of sodium hydroxide are added to a solution of 30.4 g (0.2 mol) of 3,4 -methylendioxy-benzylalcohol in 300 cc of benzene. The mixture is heated while stirring vigorously and kept at reflux temperature whereby the water condensing in a refrigerator is separated by means of a water separator. After 24 hours 35.3 g (0.2 mol) of 1-chloro-5-isopropoxy-3-methyl-2-pentene are added dropwise during the course of 1 hour and the mixture is stirred under reflux for a further 16 hours. Starting materials: C(=O)(O)CC1N(C2=CC=C(C=C2C1=O)C(F)(F)F)C1=CC=C(C=C1)F (2-Carboxymethyl-1-(4'-fluorophenyl)-5-trifluoromethylindolin-3-on), [Mg+2].[Cl-].[Cl-] (MgCl2), CN1CCNCC1 (1-Methylpiperazin). The solvent is CN(C)P(=O)(N(C)C)N(C)C (HMPA). Conditions: temperature 200 celsius. The product is Cl.Cl.FC1=CC=C(C=C1)N1C=C(C2=CC(=CC=C12)C(F)(F)F)[NH+]1CCN(CC1)C (1-(4'-Fluorophenyl)-3-(4-methylpiperazio)-5-trifluoromethyl-1H-indole, dihydrochloride). RXN SMILES: C(C[CH:5]1[C:13](=O)[C:12]2[C:7](=[CH:8][CH:9]=[C:10]([C:15]([F:18])([F:17])[F:16])[CH:11]=2)[N:6]1[C:19]1[CH:24]=[CH:23][C:22]([F:25])=[CH:21][CH:20]=1)(O)=O.[Mg+2].[Cl-:27].[Cl-].[CH3:29][N:30]1[CH2:35][CH2:34][NH:33][CH2:32][CH2:31]1>CN(P(N(C)C)(N(C)C)=O)C>[ClH:27].[ClH:27].[F:25][C:22]1[CH:23]=[CH:24][C:19]([N:6]2[C:7]3[C:12](=[CH:11][C:10]([C:15]([F:18])([F:16])[F:17])=[CH:9][CH:8]=3)[C:13]([NH+:33]3[CH2:34][CH2:35][N:30]([CH3:29])[CH2:31][CH2:32]3)=[CH:5]2)=[CH:20][CH:21]=1 |f:1.2.3,6.7.8|. Procedure: 2-Carboxymethyl-1-(4'-fluorophenyl)-5-trifluoromethylindolin-3-on (15 g) and MgCl2. 6H2O (30 g) in HMPA (100 ml) were heated under N2 at 120°-140° C. for 1 h and finally at 150° C. for another 1/2 h. 1-Methylpiperazin (25 ml) was added and the mixture was refluxed under N2 at an oil bath temperature of 200° C. for 16 h. The mixture was cooled and poured into 1 ltr. of H2O and extracted with ether (3×200 ml). The combined ether extracts were washed with 0.5 M HCl (3×300 ml). The acidic H2O phase ... Reactants: C=CCOCC(C=O)(CC)COCC=C, NC(=O)c1ccc(Cl)cc1, Cc1ccc(S(=O)(=O)O)cc1, c1ccc2[nH]nnc2c1. The product is C=CCOCC(CC)(COCC=C)C(NC(=O)c1ccc(Cl)cc1)n1nnc2ccccc21. RXN SMILES: [CH2:1]([CH:2]=[CH2:3])[O:4][CH2:5][C:6]([CH:7]=[O:8])([CH2:9][CH3:10])[CH2:11][O:12][CH2:13][CH:14]=[CH2:15].[Cl:16][c:17]1[cH:18][cH:19][c:20]([C:21](=[O:22])[NH2:23])[cH:24][cH:25]1.[c:35]1([CH3:36])[cH:37][cH:38][c:39]([S:40]([OH:41])(=[O:42])=[O:43])[cH:44][cH:45]1.[nH:26]1[n:27][n:28][c:29]2[c:30]1[cH:31][cH:32][cH:33][cH:34]2>>[CH2:1]([CH:2]=[CH2:3])[O:4][CH2:5][C:6]([CH:7]([NH:23][C:21]([c:20]1[cH:19][cH:18][c:17]([Cl:16])[cH:25][cH:24]1)=[O:22])[n:26]1[n:27][n:28][c:29]2[c:30]1[cH:31][cH:32][cH:33][cH:34]2)([CH2:9][CH3:10])[CH2:11][O:12][CH2:13][CH:14]=[CH2:15]. The reactants are [OH-].[Na+] (Sodium hydroxide), COS(=O)(=O)OC (dimethylsulfate), C(C)(=O)Cl (Acetyl chloride), NC1=C(NC(=C1C)C)C(=O)OC (methyl 3-amino-4,5-dimethyl-1H-pyrrole-2-carboxylate), CCN(C(C)C)C(C)C (DIPEA), C(=O)(O)[O-].[Na+] (NaHCO3). The reagents and catalysts are [Br-].C(C1=CC=CC=C1)[N+](CC)(CC)CC (benzyltriethylammonium bromide). The solvent is C(Cl)Cl (DCM), O (Water), C(Cl)Cl (DCM). Conditions: time 1 hour. The product is CC=1NC(C2=C(N1)C(=C(N2C)C)C)=O (2,5,6,7-Tetramethyl-3H,4H,5H-pyrrolo[3,2-d]pyrimidin-4-one). RXN SMILES: [C:1](Cl)(=O)C.[NH2:5][C:6]1[C:10]([CH3:11])=[C:9]([CH3:12])[NH:8][C:7]=1[C:13]([O:15]C)=O.[CH3:17][CH2:18][N:19](C(C)C)C(C)C.C([O-])(O)=O.[Na+].[OH-].[Na+].COS(OC)(=O)=O>[Br-].C([N+](CC)(CC)CC)C1C=CC=CC=1.O.C(Cl)Cl>[CH3:17][C:18]1[NH:19][C:13](=[O:15])[C:7]2[N:8]([CH3:1])[C:9]([CH3:12])=[C:10]([CH3:11])[C:6]=2[N:5]=1 |f:3.4,5.6,8.9|. Reported procedure: Acetyl chloride (1 mol/l in DCM, 13 ml, 13 mmol) is added to a mixture of methyl 3-amino-4,5-dimethyl-1H-pyrrole-2-carboxylate N9a (2.2 g, 12.1 mmol), DIPEA (4.5 ml, 26.5 mmol) and DCM (40 ml) at 0° C. under stirring. The mixture is warmed to RT and stirring continued for 1 hour. Saturated aqueous solution of NaHCO3 is added and the precipitate collected. The aqueous phase is extracted with DCM. The combined organic layers are dried over MgSO4, concentrated in vacuo and pooled with the precipita... The reactants are CC1=C(C=CC=C1)C1=CC=CC=2CC(OC21)CN ((±)-[7-(2-methylphenyl)-2,3-dihydro-1-benzofuran-2-yl]methanamine), ethyl acetate hexanes, Intermediate 12, C(C)(C)N(CC)C(C)C (diisopropylethylamine), ClC(=O)OCC1=CC=CC=C1 (benzyl chloroformate). Yields the product C(C1=CC=CC=C1)OC(NCC1OC2=C(C1)C=CC=C2C2=C(C=CC=C2)C)=O ((±)-benzyl[7-(2-methylphenyl)-2,3-dihydro-1-benzofuran-2-yl]methylcarbamate). Yield: 85.1%. As a reaction SMILES: [CH3:1][C:2]1[CH:7]=[CH:6][CH:5]=[CH:4][C:3]=1[C:8]1[C:16]2[O:15][CH:14]([CH2:17][NH2:18])[CH2:13][C:12]=2[CH:11]=[CH:10][CH:9]=1.C(N(C(C)C)CC)(C)C.Cl[C:29]([O:31][CH2:32][C:33]1[CH:38]=[CH:37][CH:36]=[CH:35][CH:34]=1)=[O:30]>>[CH2:32]([O:31][C:29](=[O:30])[NH:18][CH2:17][CH:14]1[CH2:13][C:12]2[CH:11]=[CH:10][CH:9]=[C:8]([C:3]3[CH:4]=[CH:5][CH:6]=[CH:7][C:2]=3[CH3:1])[C:16]=2[O:15]1)[C:33]1[CH:38]=[CH:37][CH:36]=[CH:35][CH:34]=1. Reported procedure: Treatment of (±)-[7-(2-methylphenyl)-2,3-dihydro-1-benzofuran-2-yl]methanamine (3.55 g, 12.9 mmol) with diisopropylethylamine (2.5 g, 19.4 mmol) and benzyl chloroformate (2.42 g, 14.2 mmol) generally according to the procedure described for Intermediate 12 provided 4.1 g (85%) of (±)-benzyl[7-(2-methylphenyl)-2,3-dihydro-1-benzofuran-2-yl]methylcarbamate as a clear oil Rf=0.64 (silica, ethyl acetate:hexanes 1:4); Anal. calcd. for C24H23F4NO3: C, 77.19; H, 6.21; N, 3.75. Found: C, 76.95; H, 6.18;... The reactants are ClCC(=O)NC=1C=CC=C2C=CC(=CC12)OS(=O)(=O)C (methanesulfonic acid 8-(2-chloroacetylamino)naphthalen-2-yl ester), C(O)CN (ethanolamine). The solvent is C(C)(C)OC(=O)C (i-PrOAc). Conditions: time 18 hour. Yields the product OCC(=O)NC=1C=CC=C2C=CC(=CC12)OS(=O)(=O)C (methanesulfonic acid 8-(2-hydroxyacetylamino)naphthalen-2-yl ester). As a reaction SMILES: Cl[CH2:2][C:3]([NH:5][C:6]1[CH:7]=[CH:8][CH:9]=[C:10]2[C:15]=1[CH:14]=[C:13]([O:16][S:17]([CH3:20])(=[O:19])=[O:18])[CH:12]=[CH:11]2)=[O:4].C(CN)[OH:22]>C(OC(C)=O)(C)C>[OH:22][CH2:2][C:3]([NH:5][C:6]1[CH:7]=[CH:8][CH:9]=[C:10]2[C:15]=1[CH:14]=[C:13]([O:16][S:17]([CH3:20])(=[O:19])=[O:18])[CH:12]=[CH:11]2)=[O:4]. Procedure: To a solution of ester from Step B (11.0 g, 39.5 mmol) in 150 mL of i-PrOAc at room temperature was added ethanolamine (12.0 mL, 199 mmol). After 18 hours, the reaction was partitioned between EtOAc and water, and the organic layer was extracted with saturated brine, dried (Na2SO4), filtered, and concentrated in vacuo to provide a dark oil. Reactants: O=C(c1c[nH]c2cc(Cl)ccc12)N1CCC2(CC1)OCc1ccccc12, CS(=O)(=O)OCc1ccccn1. Yields the product O=C(c1cn(Cc2ccccn2)c2cc(Cl)ccc12)N1CCC2(CC1)OCc1ccccc12. As a reaction SMILES: [Cl:1][c:2]1[cH:3][cH:4][c:5]2[c:6]([C:11](=[O:12])[N:13]3[CH2:14][CH2:15][C:16]4([O:17][CH2:18][c:19]5[c:20]4[cH:21][cH:22][cH:23][cH:24]5)[CH2:25][CH2:26]3)[cH:7][nH:8][c:9]2[cH:10]1.[n:27]1[c:28]([CH2:33][O:34][S:35]([CH3:36])(=[O:37])=[O:38])[cH:29][cH:30][cH:31][cH:32]1>>[Cl:1][c:2]1[cH:3][cH:4][c:5]2[c:6]([C:11](=[O:12])[N:13]3[CH2:14][CH2:15][C:16]4([O:17][CH2:18][c:19]5[c:20]4[cH:21][cH:22][cH:23][cH:24]5)[CH2:25][CH2:26]3)[cH:7][n:8]([CH2:33][c:28]3[n:27][cH:32][cH:31][cH:30][cH:29]3)[c:9]2[cH:10]1.